This data is from the Open Reaction Database (ORD), a public repository of structured organic reaction records. The task is: describe an organic reaction: reactants, conditions, products, and yield The reactants are C(CCC)C1C2C=CC(C1)C2 (5-Butylnorbornene), C(CCC)OC(=O)C1C2C=CC(C1)C2 (5-norbornene-2-carboxylic acid butyl ester), FC1=C(C(=C(C(=C1[B-](C1=C(C(=C(C(=C1F)F)F)F)F)(C1=C(C(=C(C(=C1F)F)F)F)F)C1=C(C(=C(C(=C1F)F)F)F)F)F)F)F)F.C[NH+](C1=CC=CC=C1)C (dimethyl aniliniumtetrakis (pentafluorophenyl)borate), C1(CCCCC1)P(C1CCCCC1)C1CCCCC1 (tricylcohexylphosphine). Reagents/catalysts: C(C)(=O)[O-].C(C)(=O)[O-].[Pd+2] (palladium diacetate). Run in C1(=CC=CC=C1)C (toluene). Reaction conditions: temperature 90 celsius, time 18 hour. Yields the product C(CCC)C1C2C=CC(C1)C2.C(CCC)OC(=O)C1C2C=CC(C1)C2 (5-butylnorbornene 5-norbornene-2-carboxylic acid butyl ester). RXN SMILES: [CH2:1]([CH:5]1[CH2:10][CH:9]2[CH2:11][CH:6]1[CH:7]=[CH:8]2)[CH2:2][CH2:3][CH3:4].[CH2:12]([O:16][C:17]([CH:19]1[CH2:24][CH:23]2[CH2:25][CH:20]1[CH:21]=[CH:22]2)=[O:18])[CH2:13][CH2:14][CH3:15].FC1C([B-](C2C(F)=C(F)C(F)=C(F)C=2F)(C2C(F)=C(F)C(F)=C(F)C=2F)C2C(F)=C(F)C(F)=C(F)C=2F)=C(F)C(F)=C(F)C=1F.C[NH+](C)C1C=CC=CC=1.C1(P(C2CCCCC2)C2CCCCC2)CCCCC1>C([O-])(=O)C.C([O-])(=O)C.[Pd+2].C1(C)C=CC=CC=1>[CH2:1]([CH:5]1[CH2:10][CH:9]2[CH2:11][CH:6]1[CH:7]=[CH:8]2)[CH2:2][CH2:3][CH3:4].[CH2:12]([O:16][C:17]([CH:19]1[CH2:24][CH:23]2[CH2:25][CH:20]1[CH:21]=[CH:22]2)=[O:18])[CH2:13][CH2:14][CH3:15] |f:2.3,5.6.7,9.10|. Procedure: 5-Butylnorbornene (730 g) and 5-norbornene-2-carboxylic acid butyl ester (940 g) were added to a reactor at room temperature. Then, toluene (1,600 g) was added to the reactor. The air inside the reactor was replaced by nitrogen and the reactor was heated to 90° C. Then, palladium diacetate (0.21 g), dimethyl aniliniumtetrakis (pentafluorophenyl)borate (1.55 g) and tricylcohexylphosphine (0.27 g) dissolved in dichloromethyl were added to the reactor. Reaction was performed for 18 hours while stir... Reported procedure: A mixture of 15.8 parts of β-(2,4-dichlorophenyl)benzene-propanol, 12.15 parts of methanesulfonyl chloride, 50 parts of pyridine and 70 parts of 2,2'-oxybispropane is stirred overnight at room temperature. The reaction mixture is poured onto water and the product is extracted twice with 2,2'-oxybispropane. The combined extracts are washed twice with a diluted hydrochloric acid solution and once with water, dried, filtered and evaporated. The residue is triturated in methanol. The product is filt... RXN SMILES: [Cl:1][C:2]1[CH:7]=[C:6]([Cl:8])[CH:5]=[CH:4][C:3]=1[CH:9]([CH2:12][C:13]1[CH:18]=[CH:17][CH:16]=[CH:15][CH:14]=1)[CH2:10][OH:11].[CH3:19][S:20](Cl)(=[O:22])=[O:21].O(C(C)C)C(C)C>N1C=CC=CC=1>[CH3:19][S:20]([O:11][CH2:10][CH:9]([C:3]1[CH:4]=[CH:5][C:6]([Cl:8])=[CH:7][C:2]=1[Cl:1])[CH2:12][C:13]1[CH:14]=[CH:15][CH:16]=[CH:17][CH:18]=1)(=[O:22])=[O:21]. The reactants are 15.8, ClC1=C(C=CC(=C1)Cl)C(CO)CC1=CC=CC=C1 (β-(2,4-dichlorophenyl)benzene-propanol), CS(=O)(=O)Cl (methanesulfonyl chloride), O(C(C)C)C(C)C (2,2'-oxybispropane). Product: CS(=O)(=O)OCC(CC1=CC=CC=C1)C1=C(C=C(C=C1)Cl)Cl (β-(2,4-dichlorophenyl)benzenepropanol methanesulfonate). Run at time 8 hour. The solvent is N1=CC=CC=C1 (pyridine). Reactants: FC(C=1C=C(CN2C(C3=C(OCCC2)N=C(C=C3C3=C(C=CC=C3)C)Cl)=O)C=C(C1)C(F)(F)F)(F)F (5-[3,5-bis(trifluoromethyl)benzyl]-9-chloro-7-(2-methylphenyl)-6-oxo-2,3,4,5-tetrahydro-6H-pyrido[2,3-b][1,5]oxazocine), C(C)(C)(C)OC(=O)N1CCNCC1 (1-(t-butoxycarbonyl)piperazine), CS(=O)(=O)Cl (methylsulfonyl chloride). Yields the product FC(C=1C=C(CN2C(C3=C(OCCC2)N=C(C=C3C3=C(C=CC=C3)C)N3CCN(CC3)S(=O)(=O)C)=O)C=C(C1)C(F)(F)F)(F)F (5-[3,5-bis(trifluoromethyl)benzyl]-7-(2-methylphenyl)-9-[4-(methylsulfonyl)piperazine-1-yl]-6-oxo-2,3,4,5-tetrahydro-6H-pyrido[2,3-b][1,5]oxazocine). Yield: 58.0%. Reaction SMILES: [F:1][C:2]([F:36])([F:35])[C:3]1[CH:4]=[C:5]([CH:28]=[C:29]([C:31]([F:34])([F:33])[F:32])[CH:30]=1)[CH2:6][N:7]1[CH2:14][CH2:13][CH2:12][O:11][C:10]2[N:15]=[C:16](Cl)[CH:17]=[C:18]([C:19]3[CH:24]=[CH:23][CH:22]=[CH:21][C:20]=3[CH3:25])[C:9]=2[C:8]1=[O:27].C(OC([N:44]1[CH2:49][CH2:48][NH:47][CH2:46][CH2:45]1)=O)(C)(C)C.[CH3:50][S:51](Cl)(=[O:53])=[O:52]>>[F:1][C:2]([F:36])([F:35])[C:3]1[CH:4]=[C:5]([CH:28]=[C:29]([C:31]([F:34])([F:33])[F:32])[CH:30]=1)[CH2:6][N:7]1[CH2:14][CH2:13][CH2:12][O:11][C:10]2[N:15]=[C:16]([N:47]3[CH2:48][CH2:49][N:44]([S:51]([CH3:50])(=[O:53])=[O:52])[CH2:45][CH2:46]3)[CH:17]=[C:18]([C:19]3[CH:24]=[CH:23][CH:22]=[CH:21][C:20]=3[CH3:25])[C:9]=2[C:8]1=[O:27]. Reported procedure: In a similar manner to Example 6, 5-[3,5-bis(trifluoromethyl)benzyl]-9-chloro-7-(2-methylphenyl)-6-oxo-2,3,4,5-tetrahydro-6H-pyrido[2,3-b][1,5]oxazocine (compound of Reference Example 17; 65.0 mg) was reacted with 1-(t-butoxycarbonyl)piperazine (57.5 mg) and methylsulfonyl chloride (50 μL) to obtain 5-[3,5-bis(trifluoromethyl)benzyl]-7-(2-methylphenyl)-9-[4-(methylsulfonyl)piperazine-1-yl]-6-oxo-2,3,4,5-tetrahydro-6H-pyrido[2,3-b][1,5]oxazocine (46.7 mg, 58%). Reactants: CuSO4.5H2O, C(C1=CC=CC=C1)Br (benzyl bromide), OCCCC[C@H](N)C(=O)O (6-hydroxynorleucine), [OH-].[Na+] (sodium hydroxide), S (hydrogen sulfide), [OH-].[Na+] (sodium hydroxide). Solvent: O (water), O (water). The product is C(C1=CC=CC=C1)OC([C@@H](N)CCCCO)=O (O-benzyl-6-hydroxynorleucine). Reaction SMILES: [OH:1][CH2:2][CH2:3][CH2:4][CH2:5][C@@H:6]([C:8]([OH:10])=[O:9])[NH2:7].[OH-].[Na+].[CH2:13](Br)[C:14]1[CH:19]=[CH:18][CH:17]=[CH:16][CH:15]=1.S>O>[CH2:13]([O:9][C:8](=[O:10])[C@H:6]([CH2:5][CH2:4][CH2:3][CH2:2][OH:1])[NH2:7])[C:14]1[CH:19]=[CH:18][CH:17]=[CH:16][CH:15]=1 |f:1.2|. Reported procedure: Dissolve 6-hydroxynorleucine (14.7 g, 0.1 mol) in 1N sodium hydroxide (200 mL, 0.2 mol). Add a solution of CuSO4.5H2O (12.5 g, 0.05 mol) in water (50 mL). Stir the mixture until solution is complete. Treat with benzyl bromide (17.1 g, 0.1 mol) and stir at room temperature until reaction is complete. Suction filter, wash the residue with 1:3.5 methanol-water and dry at 60° C. to give the copper complex. Suspend the copper complex in water, treat with excess hydrogen sulfide, heat to boiling, then... Starting materials: CS(=O)(=O)OC(CCCCCNC1=CC=C(C(=O)OCC)C=C1)CCCCCCCCCC (ethyl 4-(6-methanesulfonyloxyhexadecylamino)benzoate), N(=[N+]=[N-])C(CCCCCNC1=CC=C(C(=O)O)C=C1)CCCCCCCCCC (4-(6-azidohexadecylamino)benzoic acid), [N-]=[N+]=[N-].[Na+] (sodium azide), ester. Run in CN(C=O)C (dimethylformamide). Product: N(=[N+]=[N-])C(CCCCCNC1=CC=C(C(=O)OCC)C=C1)CCCCCCCCCC (ethyl 4-(6-azidohexadecylamino)benzoate). RXN SMILES: CS(O[CH:6]([CH2:24][CH2:25][CH2:26][CH2:27][CH2:28][CH2:29][CH2:30][CH2:31][CH2:32][CH3:33])[CH2:7][CH2:8][CH2:9][CH2:10][CH2:11][NH:12][C:13]1[CH:23]=[CH:22][C:16]([C:17]([O:19][CH2:20][CH3:21])=[O:18])=[CH:15][CH:14]=1)(=O)=O.[N-:34]=[N+:35]=[N-:36].[Na+].N(C(CCCCCCCCCC)CCCCCNC1C=CC(C(O)=O)=CC=1)=[N+]=[N-]>CN(C)C=O>[N:34]([CH:6]([CH2:24][CH2:25][CH2:26][CH2:27][CH2:28][CH2:29][CH2:30][CH2:31][CH2:32][CH3:33])[CH2:7][CH2:8][CH2:9][CH2:10][CH2:11][NH:12][C:13]1[CH:23]=[CH:22][C:16]([C:17]([O:19][CH2:20][CH3:21])=[O:18])=[CH:15][CH:14]=1)=[N+:35]=[N-:36] |f:1.2|. Procedure details: A solution of 6.4 g. of ethyl 4-(6-methanesulfonyloxyhexadecylamino)benzoate and 1.9 g. of sodium azide in 65 ml. of dimethylformamide is stirred at ambient temperature for 16 hours, poured into 200 ml. of water, and extracted with chloroform. The organic extract is washed with saturated sodium chloride solution, dried over sodium sulfate, the evaporated. Crystallization of the residue from hexane yields the product. The ester is hydrolyzed to 4-(6-azidohexadecylamino)benzoic acid using the proc...